Dataset: the Open Reaction Database (ORD), a public repository of structured organic reaction records. Task: describe an organic reaction: reactants, conditions, products, and yield Procedure: A dried flask was charged with palladium acetate (25.2 mg, 0.11 mmol, 5 mol %), BINAP (104.9 mg, 0.17 mmol, 7.5 mol %), and cesium carbonate (1.46 g, 4.49 mmol). To this mixture was added a solution of ethyl ((1S)-5-{2-[2-(3-bromo-4-methylphenyl)-5-methyl-1,3-oxazol-4-yl]ethoxy}-2,3-dihydro-1H-inden-1-yl)acetate (1.12 g, 2.25 mmol) and benzyl amine (0.48 g, 4.49 mmol) in toluene (50 mL) using an addition funnel. The first 15 mL was added quickly (5 minutes) and the remainder added over a period ... The reactants are BrC=1C=C(C=CC1C)C=1OC(=C(N1)CCOC=1C=C2CC[C@H](C2=CC1)CC(=O)OCC)C (ethyl ((1S)-5-{2-[2-(3-bromo-4-methylphenyl)-5-methyl-1,3-oxazol-4-yl]ethoxy}-2,3-dihydro-1H-inden-1-yl)acetate), C(C1=CC=CC=C1)N (benzyl amine), C([O-])([O-])=O.[Cs+].[Cs+] (cesium carbonate). The reagents and catalysts are C(C)(=O)[O-].[Pd+2].C(C)(=O)[O-] (palladium acetate), C=1C=CC(=CC1)P(C=2C=CC=CC2)C3=CC=C4C=CC=CC4=C3C5=C6C=CC=CC6=CC=C5P(C=7C=CC=CC7)C=8C=CC=CC8 (BINAP). Yields the product C(C1=CC=CC=C1)NC=1C=C(C=CC1C)C=1OC(=C(N1)CCOC=1C=C2CC[C@H](C2=CC1)CC(=O)OCC)C (ethyl [(1S)-5-(2-{2-[3-(benzylamino)-4-methylphenyl]-5-methvl-1,3-oxazol-4-yl}ethoxy)-2,3-dihydro-1H-inden-1-yl]acetate). Yield: 93.2%. Run at temperature 85 celsius, time 16 hour. The solvent is C1(=CC=CC=C1)C (toluene), C(C)(=O)OCC (ethyl acetate). As a reaction SMILES: C(=O)([O-])[O-].[Cs+].[Cs+].Br[C:8]1[CH:9]=[C:10]([C:15]2[O:16][C:17]([CH3:38])=[C:18]([CH2:20][CH2:21][O:22][C:23]3[CH:24]=[C:25]4[C:29](=[CH:30][CH:31]=3)[C@H:28]([CH2:32][C:33]([O:35][CH2:36][CH3:37])=[O:34])[CH2:27][CH2:26]4)[N:19]=2)[CH:11]=[CH:12][C:13]=1[CH3:14].[CH2:39]([NH2:46])[C:40]1[CH:45]=[CH:44][CH:43]=[CH:42][CH:41]=1>C1(C)C=CC=CC=1.C(OCC)(=O)C.C([O-])(=O)C.[Pd+2].C([O-])(=O)C.C1C=CC(P(C2C(C3C(P(C4C=CC=CC=4)C4C=CC=CC=4)=CC=C4C=3C=CC=C4)=C3C(C=CC=C3)=CC=2)C2C=CC=CC=2)=CC=1>[CH2:39]([NH:46][C:8]1[CH:9]=[C:10]([C:15]2[O:16][C:17]([CH3:38])=[C:18]([CH2:20][CH2:21][O:22][C:23]3[CH:24]=[C:25]4[C:29](=[CH:30][CH:31]=3)[C@H:28]([CH2:32][C:33]([O:35][CH2:36][CH3:37])=[O:34])[CH2:27][CH2:26]4)[N:19]=2)[CH:11]=[CH:12][C:13]=1[CH3:14])[C:40]1[CH:45]=[CH:44][CH:43]=[CH:42][CH:41]=1 |f:0.1.2,7.8.9|. Reactants: C(=O)([O-])[O-].[K+].[K+] (K2CO3), CC1=C2C[C@H]3N(C[C@@H](C(=O)NN)C=C3C=3C=CC=C(N1)C32)C (2-methyl-isolysergic acid hydrazide), N(=O)[O-].[Na+] (sodium nitrite). Run in Cl (HCl), O (H2O), Cl (HCl). Conditions: time 10 minute. Yields the product N[C@@H]1CN([C@@H]2CC3=C(NC4=CC=CC(C2=C1)=C34)C)C (8α-Amino-2,6-dimethyl-9,10-didehydro-ergoline). As a reaction SMILES: [N:1]([O-])=O.[Na+].[CH3:5][C:6]1[NH:24][C:23]2[C:25]3[C:7]=1[CH2:8][C@@H:9]1[C:18]([C:19]=3[CH:20]=[CH:21][CH:22]=2)=[CH:17][C@H:12](C(NN)=O)[CH2:11][N:10]1[CH3:26].C([O-])([O-])=O.[K+].[K+]>O.Cl>[NH2:1][C@H:12]1[CH:17]=[C:18]2[C@@H:9]([CH2:8][C:7]3[C:25]4[C:23](=[CH:22][CH:21]=[CH:20][C:19]2=4)[NH:24][C:6]=3[CH3:5])[N:10]([CH3:26])[CH2:11]1 |f:0.1,3.4.5|. Procedure: 1.4 g sodium nitrite in 5 ml H2O are added dropwise within 10 minutes under ice-cooling and stirring to 6.8 g of the product of step (b) in 200 ml 0.2N HCl. The reaction mixture is stirred under ice-cooling for 15 minutes and added dropwise unter nitrogen to 100 ml refluxing 0.4N HCl within 15 minutes. Stirring is continued for 10 minutes. The mixture is then cooled, rendered alkaline with saturated K2CO3 solution and extracted about 7 times with 9:1 CH2Cl2 /l CH3OH, whereby the black residue re... Reactants: CC(C)(C)OC(=O)NC(COc1ccc(C#N)cc1)CN1CC2CN(C(=O)OCc3ccccc3)CC(C1)O2, CCO, [H][H]. Product: CC(C)(C)OC(=O)NC(COc1ccc(C#N)cc1)CN1CC2CNCC(C1)O2. RXN SMILES: [C:1]([CH3:2])([CH3:3])([CH3:4])[O:5][C:6](=[O:7])[NH:8][CH:9]([CH2:10][N:11]1[CH2:12][CH:13]2[CH2:14][N:15]([C:20]([O:21][CH2:22][c:23]3[cH:24][cH:25][cH:26][cH:27][cH:28]3)=[O:29])[CH2:16][CH:17]([CH2:18]1)[O:19]2)[CH2:30][O:31][c:32]1[cH:33][cH:34][c:35]([C:38]#[N:39])[cH:36][cH:37]1.[CH3:42][CH2:43][OH:44].[H:40][H:41]>>[C:1]([CH3:2])([CH3:3])([CH3:4])[O:5][C:6](=[O:7])[NH:8][CH:9]([CH2:10][N:11]1[CH2:12][CH:13]2[CH2:14][NH:15][CH2:16][CH:17]([CH2:18]1)[O:19]2)[CH2:30][O:31][c:32]1[cH:33][cH:34][c:35]([C:38]#[N:39])[cH:36][cH:37]1. Reactants: NN1C(N(C=2N=CNC2C1=O)CCCCC)=N (1-amino-2-imino-3-pentyl-1,2,3,7-tetrahydro-6H-purin-6-one), C(OCC)([O-])[O-] (ethyl orthoformate). Reaction conditions: temperature 100 celsius, time 6 hour. The product is C(CCCC)N1C=2N(C(C=3NC=NC13)=O)N=CN2 (4-pentyl-1,4-dihydro-9H-[1,2,4]triazolo[1,5-a]purin-9-one). Isolated yield 20.3%. RXN SMILES: [NH2:1][N:2]1[C:10](=[O:11])[C:9]2[NH:8][CH:7]=[N:6][C:5]=2[N:4]([CH2:12][CH2:13][CH2:14][CH2:15][CH3:16])[C:3]1=[NH:17].[CH:18]([O-])([O-])OCC>>[CH2:12]([N:4]1[C:5]2[N:6]=[CH:7][NH:8][C:9]=2[C:10](=[O:11])[N:2]2[N:1]=[CH:18][N:17]=[C:3]12)[CH2:13][CH2:14][CH2:15][CH3:16]. Procedure: The mixture of 1-amino-2-imino-3-pentyl-1,2,3,7-tetrahydro-6H-purin-6-one (0.10 g, 0.4 mmol) and ethyl orthoformate (5 mL, 30 mmol) was stirred at 100° C. for 6 hours. The reaction mixture was concentrated and purified by preparative LCMS to yield the desired product (20 mg, 20%). LCMS calculated for C11H15N6O (M+H): 247.1. found: 247.1. Reactants: CC=1C(=NC=CC1[N+](=O)[O-])C[S@@](=O)C=1NC2=C(N1)C=CC=C2 ((R)-2-[[[3-methyl-4-nitro-2-piridyl]-methyl]sulfinyl]benzimidazole), [OH-].[K+] (potassium hydroxide), FC(CO)(F)F (2,2,2-trifluoroethanol), O (Water), C1(=CC=CC=C1)C (toluene). Run at temperature 25 celsius. Product: CC1=C(C=CN=C1C[S@@](=O)C2=NC3=CC=CC=C3N2)OCC(F)(F)F.CC1=C(C=CN=C1C[S@@](=O)C2=NC3=CC=CC=C3N2)OCC(F)(F)F.O.O.O (Dexlansoprazole sesquihydrate). Isolated yield 90.0%. RXN SMILES: [CH3:1][C:2]1[C:3]([CH2:11][S@:12]([C:14]2[NH:15][C:16]3[CH:22]=[CH:21][CH:20]=[CH:19][C:17]=3[N:18]=2)=[O:13])=[N:4][CH:5]=[CH:6][C:7]=1[N+]([O-])=[O:9].[OH-:23].[K+].O.C1(C)C=CC=CC=1.[F:33][C:34]([F:38])([F:37])[CH2:35][OH:36]>>[CH3:1][C:2]1[C:3]([CH2:11][S@:12]([C:14]2[NH:15][C:16]3[C:17](=[CH:19][CH:20]=[CH:21][CH:22]=3)[N:18]=2)=[O:13])=[N:4][CH:5]=[CH:6][C:7]=1[O:36][CH2:35][C:34]([F:38])([F:37])[F:33].[CH3:1][C:2]1[C:3]([CH2:11][S@:12]([C:14]2[NH:15][C:16]3[C:17](=[CH:19][CH:20]=[CH:21][CH:22]=3)[N:18]=2)=[O:13])=[N:4][CH:5]=[CH:6][C:7]=1[O:36][CH2:35][C:34]([F:38])([F:37])[F:33].[OH2:9].[OH2:23].[OH2:9] |f:1.2,6.7.8.9.10|. Reported procedure: A solution of compound (II) (1.42 Kg) in 2,2,2-trifluoroethanol (6.40 L) is treated with potassium hydroxide (1.31 Kg). The reaction mixture is left to react at 90° C. for 1.5 hours and then cooled to 25° C. Water and toluene are added to the reaction mixture and the two newly formed phases are separated. Pure crystalline Dexlansoprazole sesquihydrate (1.56 Kg, 90% yield) can be isolated from the organic phase following the procedure reported in Example 2. Starting materials: Cl (hydrochloric acid), CN(C=1C=CC=C2C=C(NC12)C(N)=S)S(=O)(=O)C=1SC=CC1 (7-[methyl(2-thienylsulfonyl)amino]-1H-indole-2-carbothioamide), [K] (potassium), [OH-].[Na+] (sodium hydroxide), O1CCCC1 (tetrahydrofuran). The solvent is CN(C(C)=O)C (N,N-dimethylacetamide), C(C)(=O)O (acetic acid), C(C)O (ethanol), C(C)(=O)OCC (ethyl acetate), C(C)(=O)OCC (ethyl acetate). Conditions: temperature 90 celsius, time 16 hour. Yields the product CN(C=1C=CC=C2C=C(NC12)C=1SC(=CN1)C(=O)O)S(=O)(=O)C=1SC=CC1 (2-{7-[Methyl(2-thienylsulfonyl)amino]-1H-indol-2-yl}-1,3-thiazole-5-carboxylic acid). The yield is 2.7%. Reaction SMILES: [CH3:1][N:2]([S:15]([C:18]1[S:19][CH:20]=[CH:21][CH:22]=1)(=[O:17])=[O:16])[C:3]1[CH:4]=[CH:5][CH:6]=[C:7]2[C:11]=1[NH:10][C:9]([C:12](=[S:14])[NH2:13])=[CH:8]2.[K].[OH-:24].[Na+].Cl.[O:27]1[CH2:31][CH2:30][CH2:29]C1>C(OCC)(=O)C.C(O)C.CN(C)C(=O)C.C(O)(=O)C>[CH3:1][N:2]([S:15]([C:18]1[S:19][CH:20]=[CH:21][CH:22]=1)(=[O:17])=[O:16])[C:3]1[CH:4]=[CH:5][CH:6]=[C:7]2[C:11]=1[NH:10][C:9]([C:12]1[S:14][C:30]([C:31]([OH:27])=[O:24])=[CH:29][N:13]=1)=[CH:8]2 |f:2.3,^1:22|. Procedure details: A mixture of 7-[methyl(2-thienylsulfonyl)amino]-1H-indole-2-carbothioamide (1.00 g), potassium (1-chloro-2-ethoxy-1-formyl-2-oxoethyl) (1.18 g), acetic acid (855 mg) and N,N-dimethylacetamide (20 mL) was stirred at 90° C. for 16 hr. The reaction mixture was diluted with ethyl acetate and washed with saturated brine. The organic layer was dried over magnesium sulfate and filtrated. The filtrate was concentrated, and the residue was subjected to silica gel column chromatography and eluted with an ...